Dataset: the Open Reaction Database (ORD), a public repository of structured organic reaction records. Task: describe an organic reaction: reactants, conditions, products, and yield Starting materials: Cl (hydrochloric acid), resultant mixture, ClC=1C(=NC(=C(C1)[N+](=O)[O-])C=CN(C)C)SC (3-Chloro-6-[2-(dimethylamino)ethenyl]-2-methylthio-5-nitropyridine), 15h, C(O)([O-])=O.[Na+] (sodium hydrogen carbonate), [BH4-].[Na+] (Sodium borohydride). Conditions: time 0.5 hour. Product: ClC=1C(=NC(=C(C1)[N+](=O)[O-])CCO)SC (3-Chloro-6-(2-hydroxyethyl)-2-methylthio-5-nitropyridine). Reported procedure: 3-Chloro-6-[2-(dimethylamino)ethenyl]-2-methylthio-5-nitropyridine (D10) (1.05 g, 3.84 mmol) was dissolved in DME (40 ml) and treated with 2.5M hydrochloric acid (8 ml). After 15h, the reaction mixture was treated with solid sodium hydrogen carbonate until pH7 was reached. Water (20 ml) was then added and the resultant mixture was cooled to 0° C. Sodium borohydride (0.581 g, 15.36 mmol) was added portionwise over 2-3 minutes with stirring. After 0.5 h, water (200 ml) was added, and the reaction ... The solvent is O (water), O (Water), COCCOC (DME). RXN SMILES: [Cl:1][C:2]1[C:3]([S:16][CH3:17])=[N:4][C:5]([CH:11]=[CH:12]N(C)C)=[C:6]([N+:8]([O-:10])=[O:9])[CH:7]=1.Cl.C(=O)([O-])[OH:20].[Na+].[BH4-].[Na+]>COCCOC.O>[Cl:1][C:2]1[C:3]([S:16][CH3:17])=[N:4][C:5]([CH2:11][CH2:12][OH:20])=[C:6]([N+:8]([O-:10])=[O:9])[CH:7]=1 |f:2.3,4.5|. The yield is 44.0%.